This data is from the Open Reaction Database (ORD), a public repository of structured organic reaction records. The task is: describe an organic reaction: reactants, conditions, products, and yield Starting materials: N1(CCCCC1)CC1=CC=C(O1)CNCCN1C(NCC1)=C(C#N)C#N ([1-[2-[(5-Piperidinomethyl-2-furanyl)methylamino]ethyl]-2-imidazolidinylidene]propanedinitrile), C=O (formalin), C(C)(=O)O (acetic acid), C(#N)[BH3-].[Na+] (sodium cyanoborohydride). Run in C(C)#N (acetonitrile). Run at time 30 minute. Yields the product CN(CC=1OC(=CC1)CN1CCCCC1)CCN1C(NCC1)=C(C#N)C#N ([1-[2-[N-(Methyl)-N-[(5-piperidinomethyl-2-furanyl)methyl]amino]ethyl]-2-imidazolidinylidene]-propanedinitrile). Isolated yield 26.0%. Reaction SMILES: [N:1]1([CH2:7][C:8]2[O:12][C:11]([CH2:13][NH:14][CH2:15][CH2:16][N:17]3[CH2:21][CH2:20][NH:19][C:18]3=[C:22]([C:25]#[N:26])[C:23]#[N:24])=[CH:10][CH:9]=2)[CH2:6][CH2:5][CH2:4][CH2:3][CH2:2]1.C=O.[C:29]([BH3-])#N.[Na+].C(O)(=O)C>C(#N)C>[CH3:29][N:14]([CH2:15][CH2:16][N:17]1[CH2:21][CH2:20][NH:19][C:18]1=[C:22]([C:23]#[N:24])[C:25]#[N:26])[CH2:13][C:11]1[O:12][C:8]([CH2:7][N:1]2[CH2:6][CH2:5][CH2:4][CH2:3][CH2:2]2)=[CH:9][CH:10]=1 |f:2.3|. Reported procedure: In 15 ml of acetonitrile were dissolved 904 mg (2.55 mmol) of Compound 28 and 1 ml (12.3 mmol) of 37% aqueous formalin followed by gradual addition of 271 mg (4.30 mmol) of sodium cyanoborohydride at room temperature. The reaction mixture was stirred at room temperature for 30 minutes and, then, adjusted to pH 7.2 with acetic acid. The reaction mixture was further stirred at room temperature for 45 minutes, at the end of which time the solvent was distilled off under reduced pressure. The residu... Reactants: BrC=1SC=CC1Br (2,3-dibromothiophene), C(CCC)[Li] (n-butyl lithium), [Br-].[Mg+2].[Br-] (Magnesium bromide), 1h, C(C)(C)(C)OOC(C1=CC=CC=C1)=O (t-Butylperbenzoate), 1h. Run in C(C)OCC (diethyl ether). Run at time 8 hour. Yields the product BrC1=C(SC=C1)OC(C)(C)C (3-Bromo-2-t-butoxythiophene). Isolated yield 98.0%. As a reaction SMILES: Br[C:2]1[S:3][CH:4]=[CH:5][C:6]=1[Br:7].C([Li])CCC.[Br-].[Mg+2].[Br-].[C:16]([O:20]OC(=O)C1C=CC=CC=1)([CH3:19])([CH3:18])[CH3:17]>C(OCC)C>[Br:7][C:6]1[CH:5]=[CH:4][S:3][C:2]=1[O:20][C:16]([CH3:19])([CH3:18])[CH3:17] |f:2.3.4|. Procedure: A -78° C. solution of 2,3-dibromothiophene (Aldrich, 10.0 g, 41.3 mmol) in 150 mL of diethyl ether was treated with n-butyl lithium (2.5 M, 16.5 mL) over a 20 min period. The mixture was stirred 1h at -78° C. Magnesium bromide (13.0 g, 49.6 mmol) was added as a solid in two portions. The mixture was stirred at -780° C. for 1h and rt for 2h. t-Butylperbenzoate was added at 0° C. and the reaction was allowed to stir at ambient temperature overnight. The mixture was quenched with ice water (50 mL) ... Starting materials: tetra acetate, ClC1=CC(=NC=C1)NC(C1=CN=CC(=C1)C1CC1)=N (N-(4-chloropyridin-2-yl)-5-cyclopropylnicotinimidamide). Solvent: C1(=CC=CC=C1)C (toluene), O (water). Conditions: temperature 150 celsius. Product: ClC1=CC=2N(C=C1)N=C(N2)C=2C=NC=C(C2)C2CC2 (7-chloro-2-(5-cyclopropylpyridin-3-yl)-[1,2,4]triazolo[1,5-a]pyridine). As a reaction SMILES: [Cl:1][C:2]1[CH:7]=[CH:6][N:5]=[C:4]([NH:8][C:9](=[NH:19])[C:10]2[CH:15]=[C:14]([CH:16]3[CH2:18][CH2:17]3)[CH:13]=[N:12][CH:11]=2)[CH:3]=1>C1(C)C=CC=CC=1.O>[Cl:1][C:2]1[CH:7]=[CH:6][N:5]2[N:19]=[C:9]([C:10]3[CH:11]=[N:12][CH:13]=[C:14]([CH:16]4[CH2:18][CH2:17]4)[CH:15]=3)[N:8]=[C:4]2[CH:3]=1. Reported procedure: Lead tetra acetate (0.684 g, 0.0015 mol) was added to a solution of N-(4-chloropyridin-2-yl)-5-cyclopropylnicotinimidamide (42-1; 0.280 g, 0.001 mol) in toluene (30 mL) in a 40 mL microwave vial at RT. The reaction mixture was heated to 150° C. for 2 h under microwave irradiation. It was cooled to RT then diluted with water (50 mL) and extracted with ethyl acetate (2×50 mL). The combined organic layer was dried over sodium sulphate and concentrated under vacuum to afford the crude product, which... Reactants: C1(=CC=CC=C1)SC1CCC(CC1)=NO (4-phenylthiocyclohexanone oxime), [H-].C(C(C)C)[Al+]CC(C)C (diisobutyl aluminum hydride). Solvent: C(Cl)Cl (methylene chloride). Yields the product C1(=CC=CC=C1)SC1CCNCCC1 (4-(Phenylthio)homopiperidine). RXN SMILES: [C:1]1([S:7][CH:8]2[CH2:13][CH2:12][C:11](=[N:14]O)[CH2:10][CH2:9]2)[CH:6]=[CH:5][CH:4]=[CH:3][CH:2]=1.[H-].C([Al+]CC(C)C)C(C)C>C(Cl)Cl>[C:1]1([S:7][CH:8]2[CH2:13][CH2:12][CH2:11][NH:14][CH2:10][CH2:9]2)[CH:6]=[CH:5][CH:4]=[CH:3][CH:2]=1 |f:1.2|. Reported procedure: Following an analogous procedure to that of Sasatani, S. et al. described in Tetrahedron Letters, Vol. 24 (No. 43), pp 4711-4712 (1982), 4-phenylthiocyclohexanone oxime is reacted with diisobutyl aluminum hydride in methylene chloride to give the title compound. Starting materials: CC1(C(NC2=CC=C(C=C2C1)C(=O)OC)C1=CC=C(C=C1)S(NC)(=O)=O)C (methyl 3,3-dimethyl-2-(4-(N-methylsulfamoyl)phenyl)-1,2,3,4-tetrahydroquinoline-6-carboxylate), [OH-].[Na+] (sodium hydroxide), resultant mixture. The solvent is CO (methanol), O (water), O (water). The product is CC1(C(NC2=CC=C(C=C2C1)C(=O)O)C1=CC=C(C=C1)S(NC)(=O)=O)C (3,3-dimethyl-2-(4-(N-methylsulfamoyl)phenyl)-1,2,3,4-tetrahydroquinoline-6-carboxylic acid). Yield: 21.8%. Reaction SMILES: [CH3:1][C:2]1([CH3:27])[CH2:11][C:10]2[C:5](=[CH:6][CH:7]=[C:8]([C:12]([O:14]C)=[O:13])[CH:9]=2)[NH:4][CH:3]1[C:16]1[CH:21]=[CH:20][C:19]([S:22](=[O:26])(=[O:25])[NH:23][CH3:24])=[CH:18][CH:17]=1.[OH-].[Na+]>CO.O>[CH3:1][C:2]1([CH3:27])[CH2:11][C:10]2[C:5](=[CH:6][CH:7]=[C:8]([C:12]([OH:14])=[O:13])[CH:9]=2)[NH:4][CH:3]1[C:16]1[CH:21]=[CH:20][C:19]([S:22](=[O:26])(=[O:25])[NH:23][CH3:24])=[CH:18][CH:17]=1 |f:1.2|. Reported procedure: To a round bottom flask, a mixture of methyl 3,3-dimethyl-2-(4-(N-methylsulfamoyl)phenyl)-1,2,3,4-tetrahydroquinoline-6-carboxylate (190 mg, 0.49 mmol) in methanol (20 mL), and water (2 mL) was treated with a solution of sodium hydroxide (332 mg, 8.3 mmol) in water (3 mL). The resultant mixture was heated for reflux for 1.5 hours. The methanol was removed under vacuum. The residue was acidified with 2M hydrochloric acid to pH=5-6. The precipitates were collected by filtration, purified by prepar... As a reaction SMILES: [N:1]1([CH:6]([CH2:16][CH2:17][CH2:18][CH3:19])[C:7]([C:9]2[CH:14]=[CH:13][C:12]([Cl:15])=[CH:11][CH:10]=2)=[O:8])[CH:5]=[N:4][CH:3]=[N:2]1.[H-].[Al+3].[Li+].[H-].[H-].[H-]>C(OCC)C>[N:1]1([CH:6]([CH2:16][CH2:17][CH2:18][CH3:19])[CH:7]([C:9]2[CH:14]=[CH:13][C:12]([Cl:15])=[CH:11][CH:10]=2)[OH:8])[CH:5]=[N:4][CH:3]=[N:2]1 |f:1.2.3.4.5.6|. Starting materials: N1(N=CN=C1)C(C(=O)C1=CC=C(C=C1)Cl)CCCC (2-(1,2,4-triazol-1-yl)-2-n-butyl-4'-chloroacetophenone), [H-].[Al+3].[Li+].[H-].[H-].[H-] (lithium aluminium hydride). Procedure: The product (0.01 mol) of Stage 2 was added portionwise to a suspension of lithium aluminium hydride (0.005 mol) in diethyl ether (10 ml; dried over sodium) to maintain refluxing. The ethereal solution was refluxed for a further four hours; the excess lithium aluminium hydride was quenched with water (20.0 ml) and the mixture acidified with concentrated sulphuric acid. The ethereal layer was washed with water (4×25 ml) and dried over anhydrous sodium sulphate. Removal of the ether gave an oil wh... Solvent: C(C)OCC (diethyl ether). Product: N1(N=CN=C1)C(C(O)C1=CC=C(C=C1)Cl)CCCC (2-(1,2,4-Triazol1-yl)-1-(4'-chlorophenyl)hexane-1-ol). Starting materials: BrC=1NC(=C(N1)Br)Br (2,4,5-tribromoimidazole), ice water, [H-].[Na+] (sodium hydride), ICC (iodoethane). Run in CN(C)C=O (DMF), CN(C)C=O (DMF). Reaction conditions: temperature 50 celsius, time 1 hour. Yields the product BrC=1N(C(=C(N1)Br)Br)CC (2,4,5-tribromo-1-ethyl-1H-imidazole). Reaction SMILES: [H-].[Na+].[Br:3][C:4]1[NH:5][C:6]([Br:10])=[C:7]([Br:9])[N:8]=1.I[CH2:12][CH3:13]>CN(C=O)C>[Br:3][C:4]1[N:5]([CH2:12][CH3:13])[C:6]([Br:10])=[C:7]([Br:9])[N:8]=1 |f:0.1|. Reported procedure: To a suspension of sodium hydride (2.40 g, 60% mineral oil suspension, 60 mmol) in anhydrous DMF (50 ml) is added a solution of 2,4,5-tribromoimidazole (15.09 g, 50 mmol) in DMF (30 ml) at rt. The resulting mixture is stirred at 50° C. for 1 hr, and then cooled to 0° C., followed by the dropwise addition of iodoethane (8.19 g, 52.5 mmol, 1.05 eq.). The mixture is stirred at rt for 1 hr, and then heated to 50° C. for an additional 8 hr. The reaction mixture is cooled to rt, and poured into ice-wa... Reactants: C1(=CC=CC=C1)CC(=O)OCCl (Chloromethyl phenylacetate), C1(=CC=CC=C1)CC(=O)OCCl (Chloromethyl phenylacetate), C(C)(=O)NC=1C(=C(C(=C(C1I)C(=O)[O-])I)N(C)C(C)=O)I.[Cs+] (cesium 5-(N-acetylamino)-3-(N-acetyl-N-methylamino)-2,4,6-triiodobenzenecarboxylate), [I-].[Na+] (sodium iodide). The solvent is CN(C)C=O (DMF), CN(C)C=O (DMF). Conditions: time 4 hour. Yields the product C(C)(=O)NC=1C(=C(C(=C(C1I)C(=O)OCOC(CC1=CC=CC=C1)=O)I)N(C)C(C)=O)I (Phenylacetyloxymethyl 5-(N-acetylamino)-3-(N-acetyl-N-methylamino)-2,4,6-triiodobenzenecarboxylate). Reaction SMILES: [C:1]1([CH2:7][C:8]([O:10][CH2:11]Cl)=[O:9])[CH:6]=[CH:5][CH:4]=[CH:3][CH:2]=1.[C:13]([NH:16][C:17]1[C:18]([I:33])=[C:19]([N:28]([C:30](=[O:32])[CH3:31])[CH3:29])[C:20]([I:27])=[C:21]([C:24]([O-:26])=[O:25])[C:22]=1[I:23])(=[O:15])[CH3:14].[Cs+].[I-].[Na+]>CN(C=O)C>[C:13]([NH:16][C:17]1[C:18]([I:33])=[C:19]([N:28]([C:30](=[O:32])[CH3:31])[CH3:29])[C:20]([I:27])=[C:21]([C:24]([O:26][CH2:11][O:10][C:8](=[O:9])[CH2:7][C:1]2[CH:6]=[CH:5][CH:4]=[CH:3][CH:2]=2)=[O:25])[C:22]=1[I:23])(=[O:15])[CH3:14] |f:1.2,3.4|. Reported procedure: Chloromethyl phenylacetate (1.0 2 g, 5.5 mmol) (Intermediate 4) in dry DMF (50 ml) is added dropwise at 50° C. to a solution of cesium 5-(N-acetylamino)-3-(N-acetyl-N-methylamino)-2,4,6-triiodobenzenecarboxylate (3.80 g, 5.0 mmol) and sodium iodide (37 mg, 0.25 mmol) in dry DMF (70 ml). The precipitate is removed by filtration after stirring for 4 hours and the solvent is removed at reduced pressure. The residue is dissolved in chloroform (50 ml) and washed four times with a saturated sodium hyd... The reactants are COc1ccc(C(=O)Cl)cc1, CN1CCc2c(N)cccc2C1. Product: COc1ccc(C(=O)Nc2cccc3c2CCN(C)C3)cc1. Reaction SMILES: [CH3:13][O:14][c:15]1[cH:16][cH:17][c:18]([C:19](=[O:20])[Cl:21])[cH:22][cH:23]1.[NH2:1][c:2]1[c:3]2[c:8]([cH:9][cH:10][cH:11]1)[CH2:7][N:6]([CH3:12])[CH2:5][CH2:4]2>>[NH:1]([c:2]1[c:3]2[c:8]([cH:9][cH:10][cH:11]1)[CH2:7][N:6]([CH3:12])[CH2:5][CH2:4]2)[C:19]([c:18]1[cH:17][cH:16][c:15]([O:14][CH3:13])[cH:23][cH:22]1)=[O:20].